describe an organic reaction: reactants, conditions, products, and yield From a dataset of the Open Reaction Database (ORD), a public repository of structured organic reaction records. Reactants: NC1=NC(=C(C(=N1)Br)C#N)SC (2-amino-4-bromo-6-methylsulfanyl-pyrimidine-5-carbonitrile), IC=1C=NNC1 (4-iodopyrazole), C([O-])([O-])=O.[Cs+].[Cs+] (cesium carbonate). The solvent is CN1CCCC1=O (NMP). Yields the product NC1=NC(=C(C(=N1)N1N=CC(=C1)I)C#N)SC (2-Amino-4-(4-iodo-pyrazol-1-yl)-6-methylsulfanyl-pyrimidine-5-carbonitrile). Reaction SMILES: [NH2:1][C:2]1[N:7]=[C:6](Br)[C:5]([C:9]#[N:10])=[C:4]([S:11][CH3:12])[N:3]=1.[I:13][C:14]1[CH:15]=[N:16][NH:17][CH:18]=1.C(=O)([O-])[O-].[Cs+].[Cs+]>CN1C(=O)CCC1>[NH2:1][C:2]1[N:7]=[C:6]([N:16]2[CH:15]=[C:14]([I:13])[CH:18]=[N:17]2)[C:5]([C:9]#[N:10])=[C:4]([S:11][CH3:12])[N:3]=1 |f:2.3.4|. Reported procedure: From 2-amino-4-bromo-6-methylsulfanyl-pyrimidine-5-carbonitrile, 4-iodopyrazole and cesium carbonate in NMP. EI-MS m/e (%): 359 (M+H+, 100). Starting materials: Cl, Cl[Cu], O=N[O-], Nc1c(O)cccc1[N+](=O)[O-], [Na+], O, O=S(=O)(O)O. The product is O=[N+]([O-])c1cccc(O)c1Cl. As a reaction SMILES: [ClH:16].[Cu:23][Cl:24].[N:12]([O-:13])=[O:14].[NH2:1][c:2]1[c:3]([OH:11])[cH:4][cH:5][cH:6][c:7]1[N+:8](=[O:9])[O-:10].[Na+:15].[OH2:17].[S:18](=[O:19])(=[O:20])([OH:21])[OH:22]>>[c:2]1([Cl:16])[c:3]([OH:11])[cH:4][cH:5][cH:6][c:7]1[N+:8](=[O:9])[O-:10]. Starting materials: CN(C(C1=C(C=CC=C1)C#CCOC)=O)OC (N-Methyl-N-(methyloxy)-2-[3-(methyloxy)-1-propyn-1-yl]benzamide), C(C1=CC=CC=C1)[Mg]Cl (benzylmagnesium chloride). Solvent: C1CCOC1 (THF). Product: COCC#CC1=C(C=CC=C1)C(CC1=CC=CC=C1)=O (1-{2-[3-(Methyloxy)-1-propyn-1-yl]phenyl}-2-phenylethanone). Yield: 53.0%. As a reaction SMILES: CN(OC)[C:3](=[O:15])[C:4]1[CH:9]=[CH:8][CH:7]=[CH:6][C:5]=1[C:10]#[C:11][CH2:12][O:13][CH3:14].[CH2:18]([Mg]Cl)[C:19]1[CH:24]=[CH:23][CH:22]=[CH:21][CH:20]=1>C1COCC1>[CH3:14][O:13][CH2:12][C:11]#[C:10][C:5]1[CH:6]=[CH:7][CH:8]=[CH:9][C:4]=1[C:3](=[O:15])[CH2:18][C:19]1[CH:24]=[CH:23][CH:22]=[CH:21][CH:20]=1. Procedure details: N-Methyl-N-(methyloxy)-2-[3-(methyloxy)-1-propyn-1-yl]benzamide (143) (0.35 g, 1.50 mmol) was treated with benzylmagnesium chloride in THF to give 0.21 g (53%) of the title compound (144) as a light yellow oil. 1H NMR (400 MHz, CDCl3): δ 3.44 (s, 3H), 4.34 (s, 2H), 4.38 (s, 2H), 7.20-7.26 (m, 3H), 7.27-7.38 (m, 3H), 7.38-7.44 (m, 1H), 7.54 (d, J=7.7 Hz, 1H), 7.57 (d, J=7.7 Hz, 1H). LCMS (ESI): m/z 265 (M+H)+. The reactants are CC#N, O=C(O)CN(CCCN(CC(=O)O)CC(Cc1ccc([N+](=O)[O-])cc1)N(CC(=O)O)CC(=O)O)CC(=O)O. Product: Nc1ccc(CC(CN(CCCN(CC(=O)O)CC(=O)O)CC(=O)O)N(CC(=O)O)CC(=O)O)cc1. Reaction SMILES: [CH3:39][C:40]#[N:41].[N+:1]([O-:2])(=[O:3])[c:4]1[cH:5][cH:6][c:7]([CH2:8][CH:9]([N:10]([CH2:11][C:12](=[O:13])[OH:14])[CH2:15][C:16](=[O:17])[OH:18])[CH2:19][N:20]([CH2:21][CH2:22][CH2:23][N:24]([CH2:25][C:26](=[O:27])[OH:28])[CH2:29][C:30](=[O:31])[OH:32])[CH2:33][C:34](=[O:35])[OH:36])[cH:37][cH:38]1>>[NH2:1][c:4]1[cH:5][cH:6][c:7]([CH2:8][CH:9]([N:10]([CH2:11][C:12](=[O:13])[OH:14])[CH2:15][C:16](=[O:17])[OH:18])[CH2:19][N:20]([CH2:21][CH2:22][CH2:23][N:24]([CH2:25][C:26](=[O:27])[OH:28])[CH2:29][C:30](=[O:31])[OH:32])[CH2:33][C:34](=[O:35])[OH:36])[cH:37][cH:38]1. Starting materials: Cl.N1(CCNCC1)C1=NSC2=C1C=CC=C2 (3-piperazin-1-yl-benzoisothiazole hydrochloride), [I-].[K+] (potassium iodide), ClCCOC1=CC=C(C=C1)[N+](=O)[O-] (1(2-chloroethoxy)-4-nitrobenzene), C([O-])([O-])=O.[K+].[K+] (potassium carbonate). Run in C(C)#N (acetonitrile). Reaction conditions: temperature 150 celsius. The product is [N+](=O)([O-])C1=CC=C(OCCN2CCN(CC2)C2=NSC3=C2C=CC=C3)C=C1 (3-{4-[2-(4-NITRO-PHENOXY)-ETHYL]-PIPERAZIN-1-YL}-1,2-BENZISOTHIAZOLE). The yield is 114.9%. Reaction SMILES: C(=O)([O-])[O-].[K+].[K+].Cl.[N:8]1([C:14]2[C:18]3[CH:19]=[CH:20][CH:21]=[CH:22][C:17]=3[S:16][N:15]=2)[CH2:13][CH2:12][NH:11][CH2:10][CH2:9]1.[I-].[K+].Cl[CH2:26][CH2:27][O:28][C:29]1[CH:34]=[CH:33][C:32]([N+:35]([O-:37])=[O:36])=[CH:31][CH:30]=1>C(#N)C>[N+:35]([C:32]1[CH:33]=[CH:34][C:29]([O:28][CH2:27][CH2:26][N:11]2[CH2:12][CH2:13][N:8]([C:14]3[C:18]4[CH:19]=[CH:20][CH:21]=[CH:22][C:17]=4[S:16][N:15]=3)[CH2:9][CH2:10]2)=[CH:30][CH:31]=1)([O-:37])=[O:36] |f:0.1.2,3.4,5.6|. Reported procedure: Excess dried, −325 mesh potassium carbonate (257 mg, 1.86 mmol) was diluted in 4 mL acetonitrile and 3-piperazin-1-yl-benzoisothiazole hydrochloride (395 mg, 1.55 mmol), catalytic potassium iodide, and 1(2-chloroethoxy)-4-nitrobenzene (250 mg, 1.20 mmol) were added. This mixture was sealed in a Smith microwave vial and heated on the Smith Workstation at 150° C. for 1.5 h. After cooling, the salts were filtered off and washed with acetonitrile and the filtrate was concentrated. The residue was ta...